From a dataset of the Open Reaction Database (ORD), a public repository of structured organic reaction records. describe an organic reaction: reactants, conditions, products, and yield Starting materials: FC1=CC=C(C(=O)CCC(=O)O)C=C1 (3-(p-fluorobenzoyl)propionic acid), BrBr (bromine). Run in C(C)(=O)O (acetic acid). Reaction conditions: time 18 hour. The product is BrC(CC(=O)O)C(C1=CC=C(C=C1)F)=O (3-Bromo-3-(p-fluorobenzoyl)propionic acid). As a reaction SMILES: [F:1][C:2]1[CH:14]=[CH:13][C:5]([C:6]([CH2:8][CH2:9][C:10]([OH:12])=[O:11])=[O:7])=[CH:4][CH:3]=1.[Br:15]Br>C(O)(=O)C>[Br:15][CH:8]([C:6](=[O:7])[C:5]1[CH:4]=[CH:3][C:2]([F:1])=[CH:14][CH:13]=1)[CH2:9][C:10]([OH:12])=[O:11]. Reported procedure: To a solution of 19.62 g. of 3-(p-fluorobenzoyl)propionic acid in 100 ml. of acetic acid, is added 16 g. of bromine. The mixture is stirred for 18 hours and then the solvent is removed. Ice and water are added to the residue and the mixture is filtered. The solid is washed with water and then dissolved in 80 ml. of acetone. The solution is diluted with 400 ml. of hexane and allowed to evaporate, at room temperature, to a volume of 125 ml. A 100 ml. portion of hexane is added and the mixture is f... Run in C(C)(=O)OCC (ethyl acetate). Procedure details: A mixture of 5-methyl-3-methylthio-6-phenyl-1,2,4-triazine (2.17 g) and N,N-diethylethylenediamine (2.99 g) was heated at 150° C. to 160° C. for 17 hours. The reaction mixture was dissolved in ethyl acetate, washed with water and brine, and then dried over sodium sulfate, which was treated with silical gel and filtered by suction. The filtrate was evaporated to dryness and the resulting residue was crystallized with diisopropyl ether under ice cooling. The resultant crystals were collected by fi... RXN SMILES: [CH3:1][C:2]1[N:3]=[C:4](SC)[N:5]=[N:6][C:7]=1[C:8]1[CH:13]=[CH:12][CH:11]=[CH:10][CH:9]=1.[CH2:16]([N:18]([CH2:22][CH3:23])[CH2:19][CH2:20][NH2:21])[CH3:17]>C(OCC)(=O)C>[CH2:16]([N:18]([CH2:22][CH3:23])[CH2:19][CH2:20][NH:21][C:4]1[N:5]=[N:6][C:7]([C:8]2[CH:13]=[CH:12][CH:11]=[CH:10][CH:9]=2)=[C:2]([CH3:1])[N:3]=1)[CH3:17]. The reactants are CC=1N=C(N=NC1C1=CC=CC=C1)SC (5-methyl-3-methylthio-6-phenyl-1,2,4-triazine), C(C)N(CCN)CC (N,N-diethylethylenediamine). The product is C(C)N(CCNC=1N=NC(=C(N1)C)C1=CC=CC=C1)CC (3-(2-diethylaminoethylamino)-5-methyl-6-phenyl-1,2,4-triazine). Yield: 64.2%. Reaction SMILES: [CH2:1]([C:2]#[CH:3])[N:4]1[c:5]2[c:6]([cH:16][cH:17][cH:18][n:19]2)[NH:7][C:8](=[O:15])[c:9]2[c:10]1[cH:11][cH:12][cH:13][cH:14]2.[CH2:20]1[CH2:21][CH2:22][NH:23][CH2:24][CH2:25]1.[CH3:26][CH2:27][O:28][C:29](=[O:30])[CH3:31].[CH3:32][CH2:33][OH:34]>>[CH2:1]([C:2]#[C:3][CH2:26][N:23]1[CH2:22][CH2:21][CH2:20][CH2:25][CH2:24]1)[N:4]1[c:5]2[c:6]([cH:16][cH:17][cH:18][n:19]2)[NH:7][C:8](=[O:15])[c:9]2[c:10]1[cH:11][cH:12][cH:13][cH:14]2. Product: O=C1Nc2cccnc2N(CC#CCN2CCCCC2)c2ccccc21. The reactants are C#CCN1c2ccccc2C(=O)Nc2cccnc21, C1CCNCC1, CCOC(C)=O, CCO. Reactants: N([C@@H](C(C)C)C(=O)N1[C@H](C(=O)NCC(=O)N[C@@H](CC(C(O)=O)OC(C)(C)C)C(=O)NCC(=O)O)CCC1)C(=O)OC(C)(C)C (Boc-Val-Pro-Gly-Glu(γ-OBut)-Gly-OH), FC(C(=O)OC1=CC=C(C=C1)[N+](=O)[O-])(F)F (p-nitrophenyl trifluoroacetate), ( b ). Solvent: N1=CC=CC=C1 (pyridine). Product: N([C@@H](C(C)C)C(=O)N1[C@H](C(=O)NCC(=O)N[C@@H](CC(C(O)=O)OC(C)(C)C)C(=O)NCC(=O)OC2=CC=C([N+](=O)[O-])C=C2)CCC1)C(=O)OC(C)(C)C (Boc-Val-Pro-Gly-Glu(γ-OBut)-Gly-ONp). RXN SMILES: [NH:1]([C:38]([O:40][C:41]([CH3:44])([CH3:43])[CH3:42])=[O:39])[C@H:2]([C:6]([N:8]1[CH2:37][CH2:36][CH2:35][C@H:9]1[C:10]([NH:12][CH2:13][C:14]([NH:16][C@H:17]([C:28]([NH:30][CH2:31][C:32]([OH:34])=[O:33])=[O:29])[CH2:18][CH:19]([O:23][C:24]([CH3:27])([CH3:26])[CH3:25])[C:20](=[O:22])[OH:21])=[O:15])=[O:11])=[O:7])[CH:3]([CH3:5])[CH3:4].FC(F)(F)C(O[C:50]1[CH:55]=[CH:54][C:53]([N+:56]([O-:58])=[O:57])=[CH:52][CH:51]=1)=O>N1C=CC=CC=1>[NH:1]([C:38]([O:40][C:41]([CH3:42])([CH3:43])[CH3:44])=[O:39])[C@H:2]([C:6]([N:8]1[CH2:37][CH2:36][CH2:35][C@H:9]1[C:10]([NH:12][CH2:13][C:14]([NH:16][C@H:17]([C:28]([NH:30][CH2:31][C:32]([O:34][C:50]1[CH:55]=[CH:54][C:53]([N+:56]([O-:58])=[O:57])=[CH:52][CH:51]=1)=[O:33])=[O:29])[CH2:18][CH:19]([O:23][C:24]([CH3:27])([CH3:26])[CH3:25])[C:20](=[O:21])[OH:22])=[O:15])=[O:11])=[O:7])[CH:3]([CH3:5])[CH3:4]. Procedure: XIX (1.32 g, 2.15 mmol) and p-nitrophenyl trifluoroacetate (0.607 g, 2.58 mmol) were reacted in pyridine (10 ml) in the same manner as described for the preparation of X in part (b). The resulting oil was triturated with ether and petroleum ether. The solid obtained was composed of one major component (Rf1 0.44) and one minor component (Rf1 0.33). Repeated recrystallization from chloroform-petroleum ether and further purifications using several organic solvents were attempted, but these attempts... Solvent: CO (MeOH). Procedure details: To a solution of 3-(5-formylpyridin-2-yl)benzamide (40 mg, 0.18 mmol) in MeOH (2.5 mL) was added phenethylamine (27 μL, 0.21 mmol). The mixture was stirred for 16 h before adding sodium borohydride (33 mg, 0.88 mmol). After 16 h water (1 mL) was added and the solvent removed in vacuo. Purification of the residue by column chromatography (0.5% NH3: 5% MeOH:DCM) gave the title compound: RT=2.32 min; m/z (ES+)=332.1 [M+H]+. Reaction SMILES: [CH:1]([C:3]1[CH:4]=[CH:5][C:6]([C:9]2[CH:10]=[C:11]([CH:15]=[CH:16][CH:17]=2)[C:12]([NH2:14])=[O:13])=[N:7][CH:8]=1)=O.[CH2:18]([NH2:26])[CH2:19][C:20]1[CH:25]=[CH:24][CH:23]=[CH:22][CH:21]=1.[BH4-].[Na+].O>CO>[CH2:18]([NH:26][CH2:1][C:3]1[CH:4]=[CH:5][C:6]([C:9]2[CH:10]=[C:11]([CH:15]=[CH:16][CH:17]=2)[C:12]([NH2:14])=[O:13])=[N:7][CH:8]=1)[CH2:19][C:20]1[CH:25]=[CH:24][CH:23]=[CH:22][CH:21]=1 |f:2.3|. Run at time 16 hour. The product is C(CC1=CC=CC=C1)NCC=1C=CC(=NC1)C=1C=C(C(=O)N)C=CC1 (3-[5-(Phenethylaminomethyl)pyridin-2-yl]benzamide). Reactants: C(=O)C=1C=CC(=NC1)C=1C=C(C(=O)N)C=CC1 (3-(5-formylpyridin-2-yl)benzamide), C(CC1=CC=CC=C1)N (phenethylamine), O (water), [BH4-].[Na+] (sodium borohydride).